Dataset: the Open Reaction Database (ORD), a public repository of structured organic reaction records. Task: describe an organic reaction: reactants, conditions, products, and yield Starting materials: N(=O)[O-].[Na+] (sodium nitrite), S1C=CC=C1 (Thiophene), Cl (HCl), ClC1=CC=C(N)C=C1 (4-Chloroaniline), [OH-].[Na+] (NaOH). Run in O (water), O (water), C(Cl)(Cl)(Cl)Cl (carbon tetrachloride), C(C)(=O)O (acetic acid). Conditions: time 1 hour. Yields the product ClC1=CC=C(C=C1)C=1SC=CC1 (2-(4-chlorophenyl)thiophene). As a reaction SMILES: [Cl:1][C:2]1[CH:8]=[CH:7][C:5](N)=[CH:4][CH:3]=1.Cl.N([O-])=O.[Na+].[S:14]1[CH:18]=[CH:17][CH:16]=[CH:15]1.[OH-].[Na+]>O.C(Cl)(Cl)(Cl)Cl.C(O)(=O)C>[Cl:1][C:2]1[CH:8]=[CH:7][C:5]([C:15]2[S:14][CH:18]=[CH:17][CH:16]=2)=[CH:4][CH:3]=1 |f:2.3,5.6|. Reported procedure: 4-Chloroaniline (4.0 g, 31.4 mmol) is added to 4 ml of acetic acid and heated until all solid is dissolved. The solution is cooled to 5° and 5.2 ml of conc. HCl is added, followed by the dropwise addition of sodium nitrite (2.16 g, 31.4 mmol) in 32 ml of water. After addition is complete, the mixture is stirred at 5° for 1 hour. Thiophene (2.64 g, 2.5 ml, 31.4 mmol) in 25 ml of carbon tetrachloride is added to the mixture, followed by the dropwise addition of 25% aq. NaOH (ca. 6.8 ml). After 1 h... Starting materials: C1CCOC1, C[O-], CCOC(C)=O, CC(O)(C(=O)Nc1ccc(S)c(Cl)c1Cl)C(F)(F)F, [Na+], CCC1CO1. Product: CCC(O)CSc1ccc(NC(=O)C(C)(O)C(F)(F)F)c(Cl)c1Cl. RXN SMILES: [CH2:34]1[O:35][CH2:36][CH2:37][CH2:38]1.[CH3:1][O-:2].[CH3:28][CH2:29][O:30][C:31]([CH3:32])=[O:33].[Cl:4][c:5]1[c:6]([NH:13][C:14]([C:15]([C:16]([F:17])([F:18])[F:19])([CH3:20])[OH:21])=[O:22])[cH:7][cH:8][c:9]([SH:12])[c:10]1[Cl:11].[Na+:3].[O:23]1[CH2:24][CH:25]1[CH2:26][CH3:27]>>[Cl:4][c:5]1[c:6]([NH:13][C:14]([C:15]([C:16]([F:17])([F:18])[F:19])([CH3:20])[OH:21])=[O:22])[cH:7][cH:8][c:9]([S:12][CH2:24][CH:25]([OH:23])[CH2:26][CH3:27])[c:10]1[Cl:11]. Starting materials: [N+](=O)([O-])C1=C(C=CC=C1)CC(C1=CC=C(C=C1)OC)C(C(=O)OC)C(=O)OC ([2-(2-nitrophenyl)-1-(4-methoxyphenyl)ethyl]propanedioic acid, dimethyl ester), [H-].[Na+] (sodium hydride), C(C=C)Br (Allyl bromide). Solvent: CN(C=O)C (dimethylformamide). Run at temperature 0 celsius, time 20 minute. Product: C(C=C)C(C(=O)OC)(C(=O)OC)C(CC1=C(C=CC=C1)[N+](=O)[O-])C1=CC=C(C=C1)OC (α-(2-Propenyl)-[2-(2-nitrophenyl)-1-(4-methoxyphenyl)ethyl]propanedioic acid, dimethyl ester). RXN SMILES: [N+:1]([C:4]1[CH:9]=[CH:8][CH:7]=[CH:6][C:5]=1[CH2:10][CH:11]([CH:20]([C:25]([O:27][CH3:28])=[O:26])[C:21]([O:23][CH3:24])=[O:22])[C:12]1[CH:17]=[CH:16][C:15]([O:18][CH3:19])=[CH:14][CH:13]=1)([O-:3])=[O:2].[H-].[Na+].[CH2:31](Br)[CH:32]=[CH2:33]>CN(C)C=O>[CH2:33]([C:20]([CH:11]([C:12]1[CH:17]=[CH:16][C:15]([O:18][CH3:19])=[CH:14][CH:13]=1)[CH2:10][C:5]1[CH:6]=[CH:7][CH:8]=[CH:9][C:4]=1[N+:1]([O-:3])=[O:2])([C:25]([O:27][CH3:28])=[O:26])[C:21]([O:23][CH3:24])=[O:22])[CH:32]=[CH2:31] |f:1.2|. Procedure: A solution of [2-(2-nitrophenyl)-1-(4-methoxyphenyl)ethyl]propanedioic acid, dimethyl ester (10 g, 25.81 mmol; see Example 15A) in 51 ml of dry dimethylformamide (0° C., argon) was treated with sodium hydride (6.19 g, 154.86 mmol of a 60% mineral oil dispersion); stirring at 0° C. was continued for 20 minutes. Allyl bromide* (11.17 ml, 129.05 mmol) was added and the reaction was carried out at room temperature for 1 hour, 10 minutes. The reaction was quenched by the slow addition of 1M hydrochlo... The reactants are COC1=CC=C(C=C1)NC=1N=NC(=CN1)C(C)NC(=O)C1CC1 (N-[1-(3-{[4-(methyloxy)phenyl]amino}-1,2,4-triazin-6-yl)ethyl]cyclopropanecarboxamide), COC1=CC=C(C=C1)NC=1N=NC(=CN1)C(C)NC(=O)C1CC1 (N-[1-(3-{[4-(methyloxy)phenyl]amino}-1,2,4-triazin-6-yl)ethyl]cyclopropanecarboxamide), P(=O)(Cl)(Cl)Cl (phosphorus oxychloride). Run in ClCCCl (1,2-dichloroethane). Yields the product C1(CC1)C1=NC(=C2C=NC(=NN21)NC2=CC=C(C=C2)OC)C (7-cyclopropyl-5-methyl-N-[4-(methyloxy)phenyl]imidazo[5,1-f][1,2,4]triazin-2-amine). The yield is 54.4%. Reaction SMILES: [CH3:1][O:2][C:3]1[CH:8]=[CH:7][C:6]([NH:9][C:10]2[N:11]=[N:12][C:13]([CH:16]([NH:18][C:19]([CH:21]3[CH2:23][CH2:22]3)=O)[CH3:17])=[CH:14][N:15]=2)=[CH:5][CH:4]=1.P(Cl)(Cl)(Cl)=O>ClCCCl>[CH:21]1([C:19]2[N:12]3[C:13]([CH:14]=[N:15][C:10]([NH:9][C:6]4[CH:7]=[CH:8][C:3]([O:2][CH3:1])=[CH:4][CH:5]=4)=[N:11]3)=[C:16]([CH3:17])[N:18]=2)[CH2:23][CH2:22]1. Reported procedure: Applying the Cyclization Procedure 1, using N-[1-(3-{[4-(methyloxy)phenyl]amino}-1,2,4-triazin-6-yl)ethyl]cyclopropanecarboxamide (Intermediate 62) (103 mg, 0.33 mmol), 1,2-dichloroethane (5 mL) and phosphorus oxychloride (0.25 mL, 2.68 mmol), to afford 7-cyclopropyl-5-methyl-N-[4-(methyloxy)phenyl]imidazo[5,1-f][1,2,4]triazin-2-amine (53 mg) as a yellow solid. MS m/z 296 (M+1). Starting materials: C(C1=CC=CC=C1)(=O)NC(C(C)C)C(=O)O (benzoyl-DL-valine), C=1C=CC2=C(C1)N=NN2O (HOBt), CCN(C(C)C)C(C)C (DIEA), Cl.ClC1=CC=C(C=C1)C1CCNCC1 (4-(4-chlorophenyl)piperidine hydrochloride). Solvent: CO (MeOH), CN(C)C=O (DMF), C(CCl)Cl (EDC). Reaction conditions: time 16 hour. Yields the product ClC1=CC=C(C=C1)C1CCN(CC1)C(C(C(C)C)NC(C1=CC=CC=C1)=O)=O (N-(1-(4-(4-Chlorophenyl)piperidin-1-yl)-3-methyl-1-oxobutan-2-yl)benzamide). As a reaction SMILES: [C:1]([NH:9][CH:10]([C:14]([OH:16])=O)[CH:11]([CH3:13])[CH3:12])(=[O:8])[C:2]1[CH:7]=[CH:6][CH:5]=[CH:4][CH:3]=1.C1C=CC2N(O)N=NC=2C=1.CCN(C(C)C)C(C)C.Cl.[Cl:37][C:38]1[CH:43]=[CH:42][C:41]([CH:44]2[CH2:49][CH2:48][NH:47][CH2:46][CH2:45]2)=[CH:40][CH:39]=1>CN(C=O)C.CO.C(Cl)CCl>[Cl:37][C:38]1[CH:43]=[CH:42][C:41]([CH:44]2[CH2:45][CH2:46][N:47]([C:14](=[O:16])[CH:10]([NH:9][C:1](=[O:8])[C:2]3[CH:3]=[CH:4][CH:5]=[CH:6][CH:7]=3)[CH:11]([CH3:12])[CH3:13])[CH2:48][CH2:49]2)=[CH:40][CH:39]=1 |f:3.4|. Procedure: A reaction vessel was charged with benzoyl-DL-valine (24 mg), HOBt (16 mg), DIEA (57 μL), 4-(4-chlorophenyl)piperidine hydrochloride (28 mg) and EDC (23 mg) in DMF (1.5 mL) and then agitated at rt. for 16 h. At the conclusion of this period, the resulting solution was diluted with MeOH and purified by preparative LC-MS to provide Example 208. MS found: (M+H)+=399. The reactants are BrC=1C=NC=CC1N1CCC(CC1)C(=O)N (1-(3-bromopyridin-4-yl)piperidine-4-carboxamide), C([O-])([O-])=O.[Na+].[Na+] (sodium carbonate), C1(CC1)B(O)O (cyclopropyl boronic acid), tetrakis (triphenylphosphine)palladium(0). Reported procedure: General procedure D was followed using 1-(3-bromopyridin-4-yl)piperidine-4-carboxamide E36 (25 mg, 0.088 mmol), cyclopropyl boronic acid (9.4 mg, 0.44 mmol), tetrakis (triphenylphosphine)palladium(0) (5 mg, 5 mol %), 0.5 M sodium carbonate (0.25 mL, 0.12 mmol) and acetonitrile (1 mL) for 50 min. The crude product was purified by preparative tlc on silica (CH2Cl2, MeOH 10:1) to furnish the title compound as a white solid (4 mg, 19%), LC-MS (ESI, 3.5 min) Rt 0.97 min, m/z 246 (100%, [M+H]+); m/z (... Yield: 19.0%. Yields the product C1(CC1)C=1C=NC=CC1N1CCC(CC1)C(=O)N (1-(3-cyclopropylpyridin-4-yl)piperidine-4-carboxamide). Run in C(C)#N (acetonitrile). RXN SMILES: Br[C:2]1[CH:3]=[N:4][CH:5]=[CH:6][C:7]=1[N:8]1[CH2:13][CH2:12][CH:11]([C:14]([NH2:16])=[O:15])[CH2:10][CH2:9]1.[CH:17]1(B(O)O)[CH2:19][CH2:18]1.C(=O)([O-])[O-].[Na+].[Na+]>C(#N)C>[CH:17]1([C:2]2[CH:3]=[N:4][CH:5]=[CH:6][C:7]=2[N:8]2[CH2:13][CH2:12][CH:11]([C:14]([NH2:16])=[O:15])[CH2:10][CH2:9]2)[CH2:19][CH2:18]1 |f:2.3.4|.